This data is from the Open Reaction Database (ORD), a public repository of structured organic reaction records. The task is: describe an organic reaction: reactants, conditions, products, and yield Starting materials: CN1C(=CC=C1)C1=C(C=NO1)C(NC1=CC=CC=C1)=O (5-(1-methyl-2-pyrrolyl)-4-phenylcarbamoylisoxazole), [OH-].[Na+] (sodium hydroxide). The solvent is C(C)O (ethanol). The product is CN1C(=CC=C1)C(C(C#N)C(NC1=CC=CC=C1)=O)=O (1-methyl-β-oxo-α-phenylcarbamoyl-2-pyrrolpropionitrile). Reaction SMILES: [CH3:1][N:2]1[CH:6]=[CH:5][CH:4]=[C:3]1[C:7]1[O:11][N:10]=[CH:9][C:8]=1[C:12](=[O:20])[NH:13][C:14]1[CH:19]=[CH:18][CH:17]=[CH:16][CH:15]=1.[OH-].[Na+]>C(O)C>[CH3:1][N:2]1[CH:6]=[CH:5][CH:4]=[C:3]1[C:7](=[O:11])[CH:8]([C:12](=[O:20])[NH:13][C:14]1[CH:15]=[CH:16][CH:17]=[CH:18][CH:19]=1)[C:9]#[N:10] |f:1.2|. Reported procedure: The solution of 0.3 g of 5-(1-methyl-2-pyrrolyl)-4-phenylcarbamoylisoxazole, 10 ml of 5% aqueous sodium hydroxide and the minimum amount of ethanol, is warmed on the steam cone for 5 minutes. It is filtered, acidified with 5 N hydrochloric acid and the crystals formed collected. They are washed with water and triturated with methanol to give the 1-methyl-β-oxo-α-phenylcarbamoyl-2-pyrrolpropionitrile melting at 170°-172°; it is identical with that prepared as described previously, i.e. Examples 1... Reactants: C1CCOC1, Cl, COC(=O)C1CCOc2cc(Oc3ccc(C(=O)NC4COc5ccccc5C4)cc3)c(C#N)cc21, C1COCCO1. Yields the product N#Cc1cc2c(cc1Oc1ccc(C(=O)NC3COc4ccccc4C3)cc1)OCCC2C(=O)O. Reaction SMILES: [CH2:44]1[O:45][CH2:46][CH2:47][CH2:48]1.[ClH:37].[O:1]1[CH2:2][CH:3]([NH:11][C:12](=[O:13])[c:14]2[cH:15][cH:16][c:17]([O:18][c:19]3[c:20]([C:33]#[N:34])[cH:21][c:22]4[c:27]([cH:28]3)[O:26][CH2:25][CH2:24][CH:23]4[C:29](=[O:30])[O:31][CH3:32])[cH:35][cH:36]2)[CH2:4][c:5]2[cH:6][cH:7][cH:8][cH:9][c:10]21.[O:38]1[CH2:39][CH2:40][O:41][CH2:42][CH2:43]1>>[O:1]1[CH2:2][CH:3]([NH:11][C:12](=[O:13])[c:14]2[cH:15][cH:16][c:17]([O:18][c:19]3[c:20]([C:33]#[N:34])[cH:21][c:22]4[c:27]([cH:28]3)[O:26][CH2:25][CH2:24][CH:23]4[C:29](=[O:30])[OH:31])[cH:35][cH:36]2)[CH2:4][c:5]2[cH:6][cH:7][cH:8][cH:9][c:10]21. The reactants are COc1c(CC(=O)O)cccc1Oc1cccc(Cl)c1, CC(=O)OC(C)=O, I. Product: O=C(O)Cc1cccc(Oc2cccc(Cl)c2)c1O. RXN SMILES: [CH3:1][O:2][c:3]1[c:4]([CH2:17][C:18](=[O:19])[OH:20])[cH:5][cH:6][cH:7][c:8]1[O:9][c:10]1[cH:11][c:12]([Cl:16])[cH:13][cH:14][cH:15]1.[CH3:21][C:22]([O:23][C:24](=[O:25])[CH3:26])=[O:27].[IH:28]>>[OH:2][c:3]1[c:4]([CH2:17][C:18](=[O:19])[OH:20])[cH:5][cH:6][cH:7][c:8]1[O:9][c:10]1[cH:11][c:12]([Cl:16])[cH:13][cH:14][cH:15]1. Reactants: S(C1CC1)([O-])=O.[Na+], c12c(ccc(c1)Br)nccc2. Reagents/catalysts: c1ccc(cc1)-c2c3ccccc3cc4ccccc24 (9-Phenylanthracene), C(=O)([O-])[O-].[K+].[K+]   (K2CO3), [P+](CCCC[P+](C1CCCCC1)C1CCCCC1)(C1CCCCC1)C1CCCCC1.F[B-](F)(F)F.F[B-](F)(F)F (dcyhpb.BF4), c1ccc(c(c1)[Ni]Cl)C.C(N(C)C)CN(C)C (NiCl(o-tolyl)(TMEDA)). Run at temperature 150 celsius, time 18 hour. Run in CS(=O)C (DMSO). Product: C1CC1c2ccc3ncccc3c2. RXN SMILES: Br[c:1]1[cH:10][c:9]([c:4]2[cH:3][cH:2]1)[cH:8][cH:7][cH:6][n:5]2.[Na+].[O-]S([CH:11]1[CH2:13][CH2:12]1)=O>>[CH2:13]1[CH:11]([c:1]2[cH:10][c:9]([c:4]3[cH:3][cH:2]2)[cH:8][cH:7][cH:6][n:5]3)[CH2:12]1. Reactants: CC(C)(C)c1cc(CCl)cc(C(C)(C)C)c1O, ClCc1ccccc1, CC(C)C=O, CC(C)C=O, Cl, [Na+], [OH-], O, O, c1ccccc1, c1ccccc1. As a reaction SMILES: [C:3]([CH3:4])([CH3:5])([CH3:6])[c:7]1[cH:8][c:9]([CH2:10][Cl:11])[cH:12][c:13]([C:16]([CH3:17])([CH3:18])[CH3:19])[c:14]1[OH:15].[CH2:30]([Cl:31])[c:32]1[cH:33][cH:34][cH:35][cH:36][cH:37]1.[CH:20]([CH:21]([CH3:22])[CH3:23])=[O:24].[CH:25](=[O:26])[CH:27]([CH3:28])[CH3:29].[ClH:38].[Na+:2].[OH-:1].[OH2:45].[OH2:46].[cH:39]1[cH:40][cH:41][cH:42][cH:43][cH:44]1.[cH:47]1[cH:48][cH:49][cH:50][cH:51][cH:52]1>>[C:3]([CH3:4])([CH3:5])([CH3:6])[c:7]1[cH:8][c:9]([CH2:10][C:21]([CH:20]=[O:24])([CH3:22])[CH3:23])[cH:12][c:13]([C:16]([CH3:17])([CH3:18])[CH3:19])[c:14]1[OH:15]. Yields the product CC(C)(C=O)Cc1cc(C(C)(C)C)c(O)c(C(C)(C)C)c1.